From a dataset of the Open Reaction Database (ORD), a public repository of structured organic reaction records. describe an organic reaction: reactants, conditions, products, and yield The reactants are C(C)(=O)N1C(C(C2=CC=C(C=C12)C(=O)OC)=C(C1=CC=CC=C1)OCC)=O (1-acetyl-3-(1-ethoxy-1-phenylmethylene)-6-methoxycarbonyl-2-indolinone), CN(CCN(C(=O)C=1OC=CC1)C1=CC=C(N)C=C1)C (4-(N-(2-dimethylamino-ethyl)-N-(furan-2-carbonyl)-amino)-aniline). Yields the product CN(CCN(C(=O)C=1OC=CC1)C1=CC=C(N\C(\C2=CC=CC=C2)=C\2/C(NC3=CC(=CC=C23)C(=O)OC)=O)C=C1)C (3-Z-[1-(4-(N-(2-dimethylamino-ethyl)-N-(furan-2-carbonyl)-amino)-anilino)-1-phenyl-methylene]-6-methoxycarbonyl-2-indolinone). As a reaction SMILES: C([N:4]1[C:12]2[C:7](=[CH:8][CH:9]=[C:10]([C:13]([O:15][CH3:16])=[O:14])[CH:11]=2)[C:6](=[C:17](OCC)[C:18]2[CH:23]=[CH:22][CH:21]=[CH:20][CH:19]=2)[C:5]1=[O:27])(=O)C.[CH3:28][N:29]([CH3:47])[CH2:30][CH2:31][N:32]([C:40]1[CH:46]=[CH:45][C:43]([NH2:44])=[CH:42][CH:41]=1)[C:33]([C:35]1[O:36][CH:37]=[CH:38][CH:39]=1)=[O:34]>>[CH3:28][N:29]([CH3:47])[CH2:30][CH2:31][N:32]([C:40]1[CH:41]=[CH:42][C:43]([NH:44]/[C:17](=[C:6]2\[C:5](=[O:27])[NH:4][C:12]3[C:7]\2=[CH:8][CH:9]=[C:10]([C:13]([O:15][CH3:16])=[O:14])[CH:11]=3)/[C:18]2[CH:23]=[CH:22][CH:21]=[CH:20][CH:19]=2)=[CH:45][CH:46]=1)[C:33]([C:35]1[O:36][CH:37]=[CH:38][CH:39]=1)=[O:34]. Procedure details: Prepared from 1-acetyl-3-(1-ethoxy-1-phenylmethylene)-6-methoxycarbonyl-2-indolinone and 4-(N-(2-dimethylamino-ethyl)-N-(furan-2-carbonyl)-amino)-aniline Rf value: 0.5 (silica gel, methylene chloride/methanol=9:1) C32H30N4O5 Reactants: CC(c1ccccc1)N1CCc2c(sc(N)c2C(=O)OC(C)(C)C)C1CN, ClCCl, O=C=Nc1ccc(Oc2ccccc2)cc1. Yields the product CC(c1ccccc1)N1CCc2c(sc(N)c2C(=O)OC(C)(C)C)C1CNC(=O)Nc1ccc(Oc2ccccc2)cc1. Reaction SMILES: [C:1]([CH3:2])([CH3:3])([CH3:4])[O:5][C:6](=[O:7])[c:8]1[c:9]([NH2:27])[s:10][c:11]2[c:16]1[CH2:15][CH2:14][N:13]([CH:17]([CH3:18])[c:19]1[cH:20][cH:21][cH:22][cH:23][cH:24]1)[CH:12]2[CH2:25][NH2:26].[Cl:44][CH2:45][Cl:46].[O:28]([c:29]1[cH:30][cH:31][cH:32][cH:33][cH:34]1)[c:35]1[cH:36][cH:37][c:38]([N:41]=[C:42]=[O:43])[cH:39][cH:40]1>>[C:1]([CH3:2])([CH3:3])([CH3:4])[O:5][C:6](=[O:7])[c:8]1[c:9]([NH2:27])[s:10][c:11]2[c:16]1[CH2:15][CH2:14][N:13]([CH:17]([CH3:18])[c:19]1[cH:20][cH:21][cH:22][cH:23][cH:24]1)[CH:12]2[CH2:25][NH:26][C:42]([NH:41][c:38]1[cH:37][cH:36][c:35]([O:28][c:29]2[cH:30][cH:31][cH:32][cH:33][cH:34]2)[cH:40][cH:39]1)=[O:43]. The reactants are CS(=O)(=O)OCCc1ccc(N2CCOCC2)cc1, CC#N, OCC1CCCN1, [Na+], [Na+], O=C([O-])[O-]. Product: OCC1CCCN1CCc1ccc(N2CCOCC2)cc1. Reaction SMILES: [CH3:1][S:2]([O:3][CH2:6][CH2:7][c:8]1[cH:9][cH:10][c:11]([N:14]2[CH2:15][CH2:16][O:17][CH2:18][CH2:19]2)[cH:12][cH:13]1)(=[O:4])=[O:5].[CH3:33][C:34]#[N:35].[NH:20]1[CH:21]([CH2:22][OH:23])[CH2:24][CH2:25][CH2:26]1.[Na+:27].[Na+:28].[O-:29][C:30](=[O:31])[O-:32]>>[CH2:6]([CH2:7][c:8]1[cH:9][cH:10][c:11]([N:14]2[CH2:15][CH2:16][O:17][CH2:18][CH2:19]2)[cH:12][cH:13]1)[N:20]1[CH:21]([CH2:22][OH:23])[CH2:24][CH2:25][CH2:26]1. The reactants are COC(=O)c1cc(S(C)(=O)=O)c(N(C)c2cccc(S(F)(F)(F)(F)F)c2)cc1C, CC(C)(C)[O-], [Cl-], Cl, [K+], NC(N)=[NH2+], CN(C)C=O, O. The product is Cc1cc(N(C)c2cccc(S(F)(F)(F)(F)F)c2)c(S(C)(=O)=O)cc1C(=O)NC(=N)N. Reaction SMILES: [CH3:12][S:13](=[O:14])(=[O:15])[c:16]1[c:17]([N:27]([c:28]2[cH:29][c:30]([S:34]([F:35])([F:36])([F:37])([F:38])[F:39])[cH:31][cH:32][cH:33]2)[CH3:40])[cH:18][c:19]([CH3:26])[c:20]([C:21](=[O:22])[O:23][CH3:24])[cH:25]1.[CH3:1][C:2]([CH3:3])([O-:4])[CH3:5].[Cl-:7].[ClH:41].[K+:6].[NH2:8][C:9]([NH2:10])=[NH2+:11].[O:42]=[CH:43][N:44]([CH3:45])[CH3:46].[OH2:47]>>[NH:8]=[C:9]([NH2:10])[NH:11][C:21]([c:20]1[c:19]([CH3:26])[cH:18][c:17]([N:27]([c:28]2[cH:29][c:30]([S:34]([F:35])([F:36])([F:37])([F:38])[F:39])[cH:31][cH:32][cH:33]2)[CH3:40])[c:16]([S:13]([CH3:12])(=[O:14])=[O:15])[cH:25]1)=[O:22]. Reactants: IC1=CC(=C(C=C1)N)C (4-iodo-2-methylbenzenamine), C(#C)C1=CC=CC=C1 (ethynyl benzene), C(CCC)N (butyl amine). The reagents and catalysts are C=1C=CC(=CC1)[P](C=2C=CC=CC2)(C=3C=CC=CC3)[Pd]([P](C=4C=CC=CC4)(C=5C=CC=CC5)C=6C=CC=CC6)([P](C=7C=CC=CC7)(C=8C=CC=CC8)C=9C=CC=CC9)[P](C=1C=CC=CC1)(C=1C=CC=CC1)C=1C=CC=CC1 (Pd(PPh3)4), [Cu]I (CuI). Run in CCOCC (ether). The product is CC1=C(C=CC(=C1)C#CC1=CC=CC=C1)N (2-methyl-4-(phenylethynyl)benzenamine). Reaction SMILES: I[C:2]1[CH:7]=[CH:6][C:5]([NH2:8])=[C:4]([CH3:9])[CH:3]=1.[C:10]([C:12]1[CH:17]=[CH:16][CH:15]=[CH:14][CH:13]=1)#[CH:11].C(N)CCC>C1C=CC([P]([Pd]([P](C2C=CC=CC=2)(C2C=CC=CC=2)C2C=CC=CC=2)([P](C2C=CC=CC=2)(C2C=CC=CC=2)C2C=CC=CC=2)[P](C2C=CC=CC=2)(C2C=CC=CC=2)C2C=CC=CC=2)(C2C=CC=CC=2)C2C=CC=CC=2)=CC=1.CCOCC.[Cu]I>[CH3:9][C:4]1[CH:3]=[C:2]([C:11]#[C:10][C:12]2[CH:17]=[CH:16][CH:15]=[CH:14][CH:13]=2)[CH:7]=[CH:6][C:5]=1[NH2:8] |^1:26,28,47,66|. Reported procedure: 4-iodo-2-methylbenzenamine (24, 233 mg, 1 mmol) on reaction with ethynyl benzene (25a, 102 mg, 1 mmol) by employing Sonagashira coupling conditions using Pd(PPh3)4 (69.3 mg, 0.06 equiv) as catalyst, CuI (22.8 mg, 0.12 equiv) as cocatalyst, butyl amine (261 mg, 3 equiv) as base and ether as solvent and kept the reaction for 6 h. After completion of the reaction as indicated by TLC and the reaction mixture is extracted into ether (4×25 mL) from the aqueous layer and concentrated in vacuo. The comp... Starting materials: O (water), C(#N)C1=CC=C(C=C1)C1=NC(=NO1)CO (5-(4-cyanophenyl)-3-hydroxymethyl-1,2,4-oxadiazole), C1(CCCCC1)N=C=NC1CCCCC1 (N,N'-dicyclohexylcarbodiimide), OP(=O)(O)O (o-phosphoric acid). The solvent is CS(=O)C (dimethyl sulfoxide). Conditions: time 1 hour. Product: C(#N)C1=CC=C(C=C1)C1=NC(=NO1)C=O (5-(4-cyanophenyl)-3-formyl-1,2,4-oxadiazole). The yield is 53.7%. Reaction SMILES: [C:1]([C:3]1[CH:8]=[CH:7][C:6]([C:9]2[O:13][N:12]=[C:11]([CH2:14][OH:15])[N:10]=2)=[CH:5][CH:4]=1)#[N:2].C1(N=C=NC2CCCCC2)CCCCC1.OP(O)(O)=O.O>CS(C)=O>[C:1]([C:3]1[CH:4]=[CH:5][C:6]([C:9]2[O:13][N:12]=[C:11]([CH:14]=[O:15])[N:10]=2)=[CH:7][CH:8]=1)#[N:2]. Procedure details: A mixture of 5-(4-cyanophenyl)-3-hydroxymethyl-1,2,4-oxadiazole (4.08 g), N,N'-dicyclohexylcarbodiimide (20.92 g) and o-phosphoric acid (9.94 g) in dimethyl sulfoxide (80 ml) was stirred at ambient temperature. After 1 hour, the mixture was poured into water and extracted with ethyl acetate. The extract was washed with water and brine, dried over magnesium sulfate, and evaporated in vacuo. The residue was recrystallized from ether to give 5-(4-cyanophenyl)-3-formyl-1,2,4-oxadiazole (2.17 g). Starting materials: N1(CCNCC1)C=1C=CC=2N(N1)C(=NN2)C(F)(F)F (6-(piperazin-1-yl)-3-(trifluoromethyl)-[1,2,4]triazolo[4,3-b]pyridazine), CN(CCCOC1=CC=C(C=O)C=C1)C (4-(3-dimethylaminopropoxy)benzaldehyde). Yields the product CN(CCCOC1=CC=C(C=C1)CN1CCN(CC1)C=1C=CC=2N(N1)C(=NN2)C(F)(F)F)C (N,N-dimethyl-3-[4-[[4-[3-(trifluoromethyl)-[1,2,4]triazolo[4,3-b]pyridazin-6-yl]piperazin-1-yl]methyl]phenoxy]propan-1-amine). Reaction SMILES: [N:1]1([C:7]2[CH:8]=[CH:9][C:10]3[N:11]([C:13]([C:16]([F:19])([F:18])[F:17])=[N:14][N:15]=3)[N:12]=2)[CH2:6][CH2:5][NH:4][CH2:3][CH2:2]1.[CH3:20][N:21]([CH3:34])[CH2:22][CH2:23][CH2:24][O:25][C:26]1[CH:33]=[CH:32][C:29]([CH:30]=O)=[CH:28][CH:27]=1>>[CH3:34][N:21]([CH3:20])[CH2:22][CH2:23][CH2:24][O:25][C:26]1[CH:27]=[CH:28][C:29]([CH2:30][N:4]2[CH2:3][CH2:2][N:1]([C:7]3[CH:8]=[CH:9][C:10]4[N:11]([C:13]([C:16]([F:17])([F:18])[F:19])=[N:14][N:15]=4)[N:12]=3)[CH2:6][CH2:5]2)=[CH:32][CH:33]=1. Reported procedure: Reductive amination of 6-(piperazin-1-yl)-3-(trifluoromethyl)-[1,2,4]triazolo[4,3-b]pyridazine with 4-(3-dimethylaminopropoxy)benzaldehyde was carried out according to General Synthetic Method 7. The crude product was purified by hplc using a Waters XBridge Prep C18 OBD column, 5μ silica, 30 mm diameter, 100 mm length eluted with decreasingly polar mixtures of water (containing 0.1% aqueous ammonia) and acetonitrile as eluents to give N,N-dimethyl-3-[4-[[4-[3-(trifluoromethyl)-[1,2,4]triazolo[4,...